Dataset: the Open Reaction Database (ORD), a public repository of structured organic reaction records. Task: describe an organic reaction: reactants, conditions, products, and yield Starting materials: CCOC(=O)CBr, CC(C)Oc1ccc(-c2nc(-c3cccc4c3OCCNC4)no2)cc1C#N, CC#N, CCN(C(C)C)C(C)C. Yields the product CCOC(=O)CN1CCOc2c(cccc2-c2noc(-c3ccc(OC(C)C)c(C#N)c3)n2)C1. RXN SMILES: [Br:38][CH2:39][C:40](=[O:41])[O:42][CH2:43][CH3:44].[CH3:1][CH:2]([CH3:3])[O:4][c:5]1[c:6]([C:7]#[N:8])[cH:9][c:10](-[c:13]2[n:14][c:15](-[c:18]3[cH:19][cH:20][cH:21][c:22]4[c:28]3[O:27][CH2:26][CH2:25][NH:24][CH2:23]4)[n:16][o:17]2)[cH:11][cH:12]1.[CH3:45][C:46]#[N:47].[CH:29]([N:30]([CH2:31][CH3:32])[CH:33]([CH3:34])[CH3:35])([CH3:36])[CH3:37]>>[CH3:1][CH:2]([CH3:3])[O:4][c:5]1[c:6]([C:7]#[N:8])[cH:9][c:10](-[c:13]2[n:14][c:15](-[c:18]3[cH:19][cH:20][cH:21][c:22]4[c:28]3[O:27][CH2:26][CH2:25][N:24]([CH2:39][C:40](=[O:41])[O:42][CH2:43][CH3:44])[CH2:23]4)[n:16][o:17]2)[cH:11][cH:12]1. The reactants are CNC1=CC=C(C=C1)CC(=O)OCC (N-Methyl-4-ethoxycarbonylmethylaniline), C(O)([O-])=O.[Na+] (sodium hydrogencarbonate), BrCC1=C(C=CC=C1)C#N (2-bromomethylcyanobenzene). The solvent is O (water). Product: CN(C1=CC=C(C=C1)CC(=O)OCC)CC1=C(C=CC=C1)C#N (N-methyl-N-(2-cyanobenzyl)-4-ethoxycarbonylmethylaniline). The yield is 112.8%. Reaction SMILES: [CH3:1][NH:2][C:3]1[CH:8]=[CH:7][C:6]([CH2:9][C:10]([O:12][CH2:13][CH3:14])=[O:11])=[CH:5][CH:4]=1.C(=O)([O-])O.[Na+].Br[CH2:21][C:22]1[CH:27]=[CH:26][CH:25]=[CH:24][C:23]=1[C:28]#[N:29]>O>[CH3:1][N:2]([CH2:21][C:22]1[CH:27]=[CH:26][CH:25]=[CH:24][C:23]=1[C:28]#[N:29])[C:3]1[CH:4]=[CH:5][C:6]([CH2:9][C:10]([O:12][CH2:13][CH3:14])=[O:11])=[CH:7][CH:8]=1 |f:1.2|. Reported procedure: N-Methyl-4-ethoxycarbonylmethylaniline (10 g), sodium hydrogencarbonate (5 g), water (5 ml), and 2-bromomethylcyanobenzene (12.2 g) were treated in the same manner as described in Example 1 for the preparation of the starting material. 18 g of N-methyl-N-(2-cyanobenzyl)-4-ethoxycarbonylmethylaniline was obtained as a light-yellow oily material. Starting materials: [Br-].C1(CCCCC1)C1(OCCO1)CC[P+](C1=CC=CC=C1)(C1=CC=CC=C1)C1=CC=CC=C1 ([2-(2-cyclohexyl-1,3-dioxolane-2-yl)ethyl]triphenylphosphonium bromide), C1(CCCCC1)C1(OCCO1)CCBr (2-cyclohexyl-2-(2-bromoethyl)-1,3-dioxolane). Yields the product [Br-].C1(=CC=CC=C1)CC1(OCCO1)CC[P+](C1=CC=CC=C1)(C1=CC=CC=C1)C1=CC=CC=C1 ([[2-(phenylmethyl)-1,3-dioxolane-2-yl]ethyl]-triphenylphosphonium bromide). As a reaction SMILES: [Br-].[CH:2]1([C:8]2([CH2:13][CH2:14][P+:15]([C:28]3[CH:33]=[CH:32][CH:31]=[CH:30][CH:29]=3)([C:22]3[CH:27]=[CH:26][CH:25]=[CH:24][CH:23]=3)[C:16]3[CH:21]=[CH:20][CH:19]=[CH:18][CH:17]=3)[O:12][CH2:11][CH2:10][O:9]2)[CH2:7][CH2:6][CH2:5][CH2:4][CH2:3]1.[CH:34]1(C2(CC[Br:47])OCCO2)CCCCC1>>[Br-:47].[C:7]1([CH2:2][C:8]2([CH2:13][CH2:14][P+:15]([C:16]3[CH:21]=[CH:20][CH:19]=[CH:18][CH:17]=3)([C:22]3[CH:27]=[CH:26][CH:25]=[CH:24][CH:23]=3)[C:28]3[CH:29]=[CH:30][CH:31]=[CH:32][CH:33]=3)[O:9][CH2:10][CH2:11][O:12]2)[CH:6]=[CH:5][CH:4]=[CH:3][CH:34]=1 |f:0.1,3.4|. Procedure details: [2-(2-cyclohexyl-1,3-dioxolane-2-yl)ethyl]triphenylphosphonium bromide from 2-cyclohexyl-2-(2-bromoethyl)-1,3-dioxolane (ex. 27): Liq., IR (microcell) ν cm-1 : 2920-2850, 1440-1110; Reactants: COc1ccccc1C=O, CCO, CC(=O)C(CC=Cc1ccccc1Cl)(CCC(=O)O)c1ccccc1, [Na+], [OH-], O. Product: COc1ccccc1C=CC(=O)C(CC=Cc1ccccc1Cl)(CCC(=O)O)c1ccccc1. Reaction SMILES: [CH3:1][O:2][c:3]1[c:4]([CH:5]=[O:6])[cH:7][cH:8][cH:9][cH:10]1.[CH3:38][CH2:39][OH:40].[Cl:11][c:12]1[c:13]([CH:14]=[CH:15][CH2:16][C:17]([CH2:18][CH2:19][C:20](=[O:21])[OH:22])([C:23]([CH3:24])=[O:25])[c:26]2[cH:27][cH:28][cH:29][cH:30][cH:31]2)[cH:32][cH:33][cH:34][cH:35]1.[Na+:37].[OH-:36].[OH2:41]>>[CH3:1][O:2][c:3]1[c:4]([CH:5]=[CH:24][C:23]([C:17]([CH2:16][CH:15]=[CH:14][c:13]2[c:12]([Cl:11])[cH:35][cH:34][cH:33][cH:32]2)([CH2:18][CH2:19][C:20](=[O:21])[OH:22])[c:26]2[cH:27][cH:28][cH:29][cH:30][cH:31]2)=[O:25])[cH:7][cH:8][cH:9][cH:10]1. Starting materials: ClCCl, CC(NC(=O)OCc1ccccc1)c1nc2ccc(F)cn2c1I, [Na+], [Na+], O=C([O-])[O-], C1COCCO1, O, OB(O)c1ccccc1. Yields the product CC(NC(=O)OCc1ccccc1)c1nc2ccc(F)cn2c1-c1ccccc1. RXN SMILES: [Cl:40][CH2:41][Cl:42].[F:10][c:11]1[cH:12][cH:13][c:14]2[n:15]([cH:16]1)[c:17]([I:33])[c:18]([CH:20]([CH3:21])[NH:22][C:23]([O:24][CH2:25][c:26]1[cH:27][cH:28][cH:29][cH:30][cH:31]1)=[O:32])[n:19]2.[Na+:34].[Na+:35].[O-:36][C:37](=[O:38])[O-:39].[O:43]1[CH2:44][CH2:45][O:46][CH2:47][CH2:48]1.[OH2:49].[OH:1][B:2]([OH:3])[c:4]1[cH:5][cH:6][cH:7][cH:8][cH:9]1>>[c:4]1(-[c:17]2[n:15]3[c:14]([cH:13][cH:12][c:11]([F:10])[cH:16]3)[n:19][c:18]2[CH:20]([CH3:21])[NH:22][C:23]([O:24][CH2:25][c:26]2[cH:27][cH:28][cH:29][cH:30][cH:31]2)=[O:32])[cH:5][cH:6][cH:7][cH:8][cH:9]1. Starting materials: CCOC(=O)C(C)N, O=C(O)Cc1cc(F)cc(F)c1. The product is CCOC(=O)C(C)NC(=O)Cc1cc(F)cc(F)c1. RXN SMILES: [CH2:13]([CH3:14])[O:15][C:16]([CH:17]([NH2:18])[CH3:19])=[O:20].[F:1][c:2]1[cH:3][c:4]([CH2:9][C:10](=[O:11])[OH:12])[cH:5][c:6]([F:8])[cH:7]1>>[F:1][c:2]1[cH:3][c:4]([CH2:9][C:10](=[O:12])[NH:18][CH:17]([C:16]([O:15][CH2:13][CH3:14])=[O:20])[CH3:19])[cH:5][c:6]([F:8])[cH:7]1. Reactants: Cc1ccc(Cl)cc1, Cl, Cc1ccccc1Cl, c1ccc2c(c1)Sc1ccccc1S2. Yields the product Clc1cccc2c1Sc1ccccc1S2. As a reaction SMILES: [Cl:15][c:16]1[cH:17][cH:18][c:19]([CH3:20])[cH:21][cH:22]1.[Cl:23].[Cl:24][c:25]1[cH:26][cH:27][cH:28][cH:29][c:30]1[CH3:31].[cH:1]1[cH:2][cH:3][cH:4][c:5]2[c:14]1[S:13][c:12]1[c:7]([cH:8][cH:9][cH:10][cH:11]1)[S:6]2>>[cH:1]1[cH:2][cH:3][cH:4][c:5]2[c:14]1[S:13][c:12]1[c:7]([cH:8][cH:9][cH:10][c:11]1[Cl:15])[S:6]2.